This data is from the Open Reaction Database (ORD), a public repository of structured organic reaction records. The task is: describe an organic reaction: reactants, conditions, products, and yield The reactants are Cc1cccc(-c2sc(C)nc2C(=O)N2CC3CC(F)(F)CC3C2CN)c1, O=C(O)c1cnc2ccccn12. Product: Cc1cccc(-c2sc(C)nc2C(=O)N2CC3CC(F)(F)CC3C2CNC(=O)c2cnc3ccccn23)c1. RXN SMILES: [NH2:1][CH2:2][CH:3]1[CH:4]2[CH2:5][C:6]([F:26])([F:27])[CH2:7][CH:8]2[CH2:9][N:10]1[C:11](=[O:12])[c:13]1[n:14][c:15]([CH3:25])[s:16][c:17]1-[c:18]1[cH:19][c:20]([CH3:24])[cH:21][cH:22][cH:23]1.[n:28]1[cH:29][c:30]([C:37](=[O:38])[OH:39])[n:31]2[c:32]1[cH:33][cH:34][cH:35][cH:36]2>>[NH:1]([CH2:2][CH:3]1[CH:4]2[CH2:5][C:6]([F:26])([F:27])[CH2:7][CH:8]2[CH2:9][N:10]1[C:11](=[O:12])[c:13]1[n:14][c:15]([CH3:25])[s:16][c:17]1-[c:18]1[cH:19][c:20]([CH3:24])[cH:21][cH:22][cH:23]1)[C:37]([c:30]1[cH:29][n:28][c:32]2[n:31]1[cH:36][cH:35][cH:34][cH:33]2)=[O:38]. The reactants are Cc1nc2c(s1)CCN(C(=O)c1ccccc1)c1ccccc1-2, Cl, [Na+], O=C([O-])O. Product: Cc1nc2c(s1)CCNc1ccccc1-2. Reaction SMILES: [CH3:1][c:2]1[s:3][c:4]2[c:10]([n:11]1)-[c:9]1[c:8]([cH:15][cH:14][cH:13][cH:12]1)[N:7]([C:16]([c:17]1[cH:18][cH:19][cH:20][cH:21][cH:22]1)=[O:23])[CH2:6][CH2:5]2.[ClH:29].[Na+:28].[O-:24][C:25]([OH:26])=[O:27]>>[CH3:1][c:2]1[s:3][c:4]2[c:10]([n:11]1)-[c:9]1[c:8]([cH:15][cH:14][cH:13][cH:12]1)[NH:7][CH2:6][CH2:5]2. The reactants are ClC1=NC(N2C(C3=CC=C(C=C3CC2)OC)=C1)=O (2-chloro-9-methoxy-6,7-dihydro-pyrimido[6,1-a]isoquinolin-4-one), NC=1C=C(C=CC1OC)C1=CC=CC=C1 (3-amino-4-methoxy-biphenyl). The product is COC=1C=C2CCN3C(C2=CC1)=CC(=NC3=O)NC=3C=C(C=CC3OC)C3=CC=CC=C3 (9-Methoxy-2-(4-methoxy-biphenyl-3-ylamino)-6,7-dihydro-pyrimido[6,1-a]isoquinolin-4-one). Reaction SMILES: Cl[C:2]1[CH:17]=[C:6]2[C:7]3[C:12]([CH2:13][CH2:14][N:5]2[C:4](=[O:18])[N:3]=1)=[CH:11][C:10]([O:15][CH3:16])=[CH:9][CH:8]=3.[NH2:19][C:20]1[CH:21]=[C:22]([C:28]2[CH:33]=[CH:32][CH:31]=[CH:30][CH:29]=2)[CH:23]=[CH:24][C:25]=1[O:26][CH3:27]>>[CH3:16][O:15][C:10]1[CH:11]=[C:12]2[C:7](=[CH:8][CH:9]=1)[C:6]1=[CH:17][C:2]([NH:19][C:20]3[CH:21]=[C:22]([C:28]4[CH:29]=[CH:30][CH:31]=[CH:32][CH:33]=4)[CH:23]=[CH:24][C:25]=3[O:26][CH3:27])=[N:3][C:4](=[O:18])[N:5]1[CH2:14][CH2:13]2. Procedure: The title compound was prepared from 2-chloro-9-methoxy-6,7-dihydro-pyrimido[6,1-a]isoquinolin-4-one (4) and 3-amino-4-methoxy-biphenyl as in Example 1 d. 1H-NMR (400 MHz, d8-DMSO) δ 8.85 (s, 1H), 8.55 (br, 1H), 7.70 (d, 1H), 7.60 (d, 2H), 7.46 (t, 2H), 7.38 (dd, 1H), 7.33 (t, 1H), 7.16 (d, 1H), 7.02 (dd, 1H), 6.98 (d, 1H), 6.72 (br, 1H), 3.97 (t, 2H), 3.91 (s, 3H), 3.84 (s, 3H) and 2.96 (t, 2H); MS (ESI) (M+H)+ 426. Starting materials: O=C1[C@H](CCCCCCC(=O)OC)[C@H](CC1)C=CC(CCC=C(C)C)O (9-keto-15-hydroxy-19-methyl-prosta-13,18-dienoic acid, methyl ester), [OH-].[Na+] (NaOH). The solvent is O (water), CO (methanol), O (water). The product is O=C1[C@H](CCCCCCC(=O)O)[C@H](CC1)C=CC(CCC=C(C)C)O (9-keto-15-hydroxy-19-methyl-prosta-13,18-dienoic acid). The yield is 91.5%. Reaction SMILES: [O:1]=[C:2]1[CH2:16][CH2:15][C@H:14]([CH:17]=[CH:18][CH:19]([OH:26])[CH2:20][CH2:21][CH:22]=[C:23]([CH3:25])[CH3:24])[C@H:3]1[CH2:4][CH2:5][CH2:6][CH2:7][CH2:8][CH2:9][C:10]([O:12]C)=[O:11].[OH-].[Na+]>O.CO>[O:1]=[C:2]1[CH2:16][CH2:15][C@H:14]([CH:17]=[CH:18][CH:19]([OH:26])[CH2:20][CH2:21][CH:22]=[C:23]([CH3:24])[CH3:25])[C@H:3]1[CH2:4][CH2:5][CH2:6][CH2:7][CH2:8][CH2:9][C:10]([OH:12])=[O:11] |f:1.2|. Reported procedure: The solution of 0.5 g of 9-keto-15-hydroxy-19-methyl-prosta-13,18-dienoic acid, methyl ester, 0.170 g of NaOH in water (1.5 ml), methanol (4.5 ml) is left for two hours at room temperature under nitrogen, then diluted with water (22 ml) and extracted with diethyl ether (10 ml). The aqueous layer is acidified (congo red) with HCl (5%), then extracted with diethyl ether (3×15 ml). The ethereal solution is washed with water to neutrality, dried over sodium sulphate and the solvent evaporated in vac... The reactants are [Li+].[BH4-] (LiBH4), C[Si](C)(C)Cl (trimethylsilyl chloride), FC1=CC2=C(SC(=C2)\C=C\[N+](=O)[O-])C=C1 ((E)-5-fluoro-2-(2-nitrovinyl)benzo[b]thiophene). The solvent is C1CCOC1 (THF). The product is FC1=CC2=C(SC(=C2)CCN)C=C1 (2-(5-fluorobenzo[b]thiophen-2-yl)ethanamine). Isolated yield 95.3%. As a reaction SMILES: [F:1][C:2]1[CH:15]=[CH:14][C:5]2[S:6][C:7](/[CH:9]=[CH:10]/[N+:11]([O-])=O)=[CH:8][C:4]=2[CH:3]=1.[Li+].[BH4-].C[Si](Cl)(C)C>C1COCC1>[F:1][C:2]1[CH:15]=[CH:14][C:5]2[S:6][C:7]([CH2:9][CH2:10][NH2:11])=[CH:8][C:4]=2[CH:3]=1 |f:1.2|. Procedure: Using analogous conditions and workup as described for the preparation of I-14b above, (E)-5-fluoro-2-(2-nitrovinyl)benzo[b]thiophene (I-50d: 1.2 g, 5.375 mmol) was reacted with LiBH4 (468.34 mg, 21.503 mmol), trimethylsilyl chloride (4.649 g, 43 mmol) and THF (50 mL) to afford 1 g of the product (100% yield). LCMS: 98.10%, m/z=196.0 (M+1) Reactants: COC(=O)C=1C(SC2=CC(=CC=C2C1O)Br)=O (7-bromo-4-hydroxy-2-oxo-2H-thiochromene-3-carboxylic acid methyl ester), FC(C1=CC=C(C=C1)B(O)O)(F)F (4-trifluoromethylphenylboronic acid). Yields the product COC(=O)C=1C(SC2=CC(=CC=C2C1O)C1=CC=C(C=C1)C(F)(F)F)=O (4-Hydroxy-2-oxo-7-(4-trifluoromethyl-phenyl)-2H-thiochromene-3-carboxylic acid methyl ester). RXN SMILES: [CH3:1][O:2][C:3]([C:5]1[C:6](=[O:17])[S:7][C:8]2[C:13]([C:14]=1[OH:15])=[CH:12][CH:11]=[C:10](Br)[CH:9]=2)=[O:4].[F:18][C:19]([F:30])([F:29])[C:20]1[CH:25]=[CH:24][C:23](B(O)O)=[CH:22][CH:21]=1>>[CH3:1][O:2][C:3]([C:5]1[C:6](=[O:17])[S:7][C:8]2[C:13]([C:14]=1[OH:15])=[CH:12][CH:11]=[C:10]([C:23]1[CH:24]=[CH:25][C:20]([C:19]([F:30])([F:29])[F:18])=[CH:21][CH:22]=1)[CH:9]=2)=[O:4]. Reported procedure: 4-Hydroxy-2-oxo-7-(4-trifluoromethyl-phenyl)-2H-thiochromene-3-carboxylic acid methyl ester was prepared from 7-bromo-4-hydroxy-2-oxo-2H-thiochromene-3-carboxylic acid methyl ester (Example 5e) and 4-trifluoromethylphenylboronic acid under conditions analogous to Example 7(a). MS ESI(−) m/e: 379.05 (M−1). Yields the product Cc1cc(C(=O)O)cc(C)c1B(O)O. The reactants are C1COCCO1, CCOC(=O)c1cc(C)c(B(O)O)c(C)c1, Cl, [Li+], [OH-], O, O. RXN SMILES: [CH2:22]1[O:23][CH2:24][CH2:25][O:26][CH2:27]1.[CH2:4]([CH3:5])[O:6][C:7](=[O:8])[c:9]1[cH:10][c:11]([CH3:19])[c:12]([B:16]([OH:17])[OH:18])[c:13]([CH3:15])[cH:14]1.[ClH:21].[Li+:3].[OH-:2].[OH2:1].[OH2:20]>>[O:6]=[C:7]([OH:8])[c:9]1[cH:10][c:11]([CH3:19])[c:12]([B:16]([OH:17])[OH:18])[c:13]([CH3:15])[cH:14]1. Starting materials: CON, CCOC(C)=O, Cc1nc(Cn2c3c(c4cc(C=O)ccc42)CC(NC(=O)C(C)C)CC3)cs1, Cl, Cl, O, c1ccncc1. Yields the product CON=Cc1ccc2c(c1)c1c(n2Cc2csc(C)n2)CCC(NC(=O)C(C)C)C1. As a reaction SMILES: [CH3:29][O:30][NH2:31].[CH3:41][CH2:42][O:43][C:44]([CH3:45])=[O:46].[CH:1](=[O:2])[c:3]1[cH:4][c:5]2[c:6]3[c:11]([n:12]([CH2:16][c:17]4[n:18][c:19]([CH3:22])[s:20][cH:21]4)[c:13]2[cH:14][cH:15]1)[CH2:10][CH2:9][CH:8]([NH:23][C:24]([CH:25]([CH3:26])[CH3:27])=[O:28])[CH2:7]3.[ClH:32].[ClH:40].[OH2:39].[cH:33]1[cH:34][cH:35][n:36][cH:37][cH:38]1>>[CH:1]([c:3]1[cH:4][c:5]2[c:6]3[c:11]([n:12]([CH2:16][c:17]4[n:18][c:19]([CH3:22])[s:20][cH:21]4)[c:13]2[cH:14][cH:15]1)[CH2:10][CH2:9][CH:8]([NH:23][C:24]([CH:25]([CH3:26])[CH3:27])=[O:28])[CH2:7]3)=[N:31][O:30][CH3:29]. Yield: 93.6%. Procedure details: To a solution of 5-ethoxy-2-[(trimethylsilyl)ethynyl]pyridine (2.74 g) in methanol (40 mL) was added 8M aqueous sodium hydroxide solution (3.73 mL) at room temperature, and the reaction mixture was concentrated under reduced pressure. The residue was diluted with ethyl acetate and water, and the aqueous layer was separated from the organic layer. The separated aqueous layer was extracted again with ethyl acetate. The combined organic layer was washed with saturated brine, and dried over anhydrou... Product: C(C)OC=1C=CC(=NC1)C#C (5-ethoxy-2-ethynylpyridine). Reaction SMILES: [CH2:1]([O:3][C:4]1[CH:5]=[CH:6][C:7]([C:10]#[C:11][Si](C)(C)C)=[N:8][CH:9]=1)[CH3:2].[OH-].[Na+]>CO>[CH2:1]([O:3][C:4]1[CH:5]=[CH:6][C:7]([C:10]#[CH:11])=[N:8][CH:9]=1)[CH3:2] |f:1.2|. The reactants are C(C)OC=1C=CC(=NC1)C#C[Si](C)(C)C (5-ethoxy-2-[(trimethylsilyl)ethynyl]pyridine), [OH-].[Na+] (sodium hydroxide). Solvent: CO (methanol). Starting materials: OC1=NC2=CC=CC=C2C(=C1N1CCOCC1)[N+](=O)[O-] (2-hydroxy-3-morpholino-4-nitroquinoline), 10g. Reagents/catalysts: [Pd] (palladium-on-carbon). Run in CO (methanol), O1CCCC1 (tetrahydrofuran). Yields the product NC1=C(C(=NC2=CC=CC=C12)O)N1CCOCC1 (4-amino-2-hydroxy-3-morpholinoquinoline). As a reaction SMILES: [OH:1][C:2]1[C:11]([N:12]2[CH2:17][CH2:16][O:15][CH2:14][CH2:13]2)=[C:10]([N+:18]([O-])=O)[C:9]2[C:4](=[CH:5][CH:6]=[CH:7][CH:8]=2)[N:3]=1>CO.O1CCCC1.[Pd]>[NH2:18][C:10]1[C:9]2[C:4](=[CH:5][CH:6]=[CH:7][CH:8]=2)[N:3]=[C:2]([OH:1])[C:11]=1[N:12]1[CH2:13][CH2:14][O:15][CH2:16][CH2:17]1. Procedure: The 2-hydroxy-3-morpholino-4-nitroquinoline (1.5 g, 0.0054 mol) was dissolved in a mixed solvent of methanol and tetrahydrofuran and subjected to catalytic reduction in the presence of 10g palladium-on-carbon. After completion of the reaction, the palladium-on-carbon catalyst was filtered off and the mother liquor was concentrated. Following purification by chromatography on an alumina column using chloroform as a developing solvent, recrystallization from chloroform was conducted to obtain 4-am...